From a dataset of the Open Reaction Database (ORD), a public repository of structured organic reaction records. describe an organic reaction: reactants, conditions, products, and yield Starting materials: O=C(O)c1c(F)cc(Br)cc1F, Cc1ccc(N2CCNCC2)c(C)c1, CO, ClC(Cl)Cl. Yields the product Cc1ccc(N2CCN(C(=O)c3c(F)cc(Br)cc3F)CC2)c(C)c1. As a reaction SMILES: [Br:1][c:2]1[cH:3][c:4]([F:12])[c:5]([C:6](=[O:7])[OH:8])[c:9]([F:11])[cH:10]1.[CH3:13][c:14]1[c:15]([N:21]2[CH2:22][CH2:23][NH:24][CH2:25][CH2:26]2)[cH:16][cH:17][c:18]([CH3:20])[cH:19]1.[CH3:31][OH:32].[CH:27]([Cl:28])([Cl:29])[Cl:30]>>[Br:1][c:2]1[cH:3][c:4]([F:12])[c:5]([C:6](=[O:8])[N:24]2[CH2:23][CH2:22][N:21]([c:15]3[c:14]([CH3:13])[cH:19][c:18]([CH3:20])[cH:17][cH:16]3)[CH2:26][CH2:25]2)[c:9]([F:11])[cH:10]1. Reaction SMILES: [C:1]([C:11]1[CH:18]=[CH:17][C:14]([CH:15]=O)=[CH:13][CH:12]=1)#[C:2][CH2:3][CH2:4][CH2:5][CH2:6][CH2:7][CH2:8][CH2:9][CH3:10].[CH3:19][C:20]([NH2:32])([C:22]1[CH:27]=[CH:26][C:25]([C:28]([F:31])([F:30])[F:29])=[CH:24][CH:23]=1)[CH3:21]>>[C:1]([C:11]1[CH:18]=[CH:17][C:14]([CH2:15][NH:32][C:20]([CH3:21])([C:22]2[CH:27]=[CH:26][C:25]([C:28]([F:29])([F:30])[F:31])=[CH:24][CH:23]=2)[CH3:19])=[CH:13][CH:12]=1)#[C:2][CH2:3][CH2:4][CH2:5][CH2:6][CH2:7][CH2:8][CH2:9][CH3:10]. Procedure details: The same procedure as employed in the preparation of Example 226 (step a) but using 4-dec-1-ynylbenzaldehyde and 1-methyl-1-[4-(trifluoromethyl)phenyl]ethylamine gave the title compound as a colorless oil (79%). 1H NMR (CDCl3, 300 MHz) δ 7.74-7.57 (m, 4H), 7.36 (d, J=8.1 Hz, 2H), 7.24 (d, J=8.3 Hz, 2H), 3.48 (s, 2H), 2.41 (t, J=7.2 Hz, 2H), 1.73-1.22 (m, 18H), 0.91 (t, J=7.0 Hz, 3H). M+(LC/MS(ESI)): 430.4. HPLC (Condition A), Rt: 4.69 min (HPLC purity: 99.8%). The product is C(#CCCCCCCCC)C1=CC=C(CNC(C)(C2=CC=C(C=C2)C(F)(F)F)C)C=C1 (N-(4-dec-1-ynylbenzyl)-N-{1-methyl-1-[4-(trifluoromethyl)phenyl]ethyl}amine). The yield is 79.0%. The reactants are C(#CCCCCCCCC)C1=CC=C(C=O)C=C1 (4-dec-1-ynylbenzaldehyde), CC(C)(C1=CC=C(C=C1)C(F)(F)F)N (1-methyl-1-[4-(trifluoromethyl)phenyl]ethylamine). Starting materials: BrCC=C(CCC=C(CC)C)C (1-bromo-3,7-dimethyl-2,6-nonadiene), OC1=CC2=C(C(CO2)C)C=C1 (6-hydroxy-3-methyl-2,3-dihydrobenzofuran). Product: CC(=CCOC1=CC2=C(C(CO2)C)C=C1)CCC=C(CC)C (6-[(3,7-dimethyl-2,6-nonadienyl)-oxy]-3-methyl-2,3-dihydrobenzofuran). As a reaction SMILES: Br[CH2:2][CH:3]=[C:4]([CH3:12])[CH2:5][CH2:6][CH:7]=[C:8]([CH3:11])[CH2:9][CH3:10].[OH:13][C:14]1[CH:23]=[CH:22][C:17]2[CH:18]([CH3:21])[CH2:19][O:20][C:16]=2[CH:15]=1>>[CH3:12][C:4]([CH2:5][CH2:6][CH:7]=[C:8]([CH3:11])[CH2:9][CH3:10])=[CH:3][CH2:2][O:13][C:14]1[CH:23]=[CH:22][C:17]2[CH:18]([CH3:21])[CH2:19][O:20][C:16]=2[CH:15]=1. Reported procedure: 1-bromo-3,7-dimethyl-2,6-nonadiene and 6-hydroxy-3-methyl-2,3-dihydrobenzofuran are reacted to form 6-[(3,7-dimethyl-2,6-nonadienyl)-oxy]-3-methyl-2,3-dihydrobenzofuran of boiling point 147° C./0.001 mmHg; nD20 = 1.5312; and The reactants are CC#N, OB(O)c1ccnc(F)c1, CC(C)(C)OC(=O)NC(Cc1ccc(-c2cc(OC(c3ccc(Br)cc3)C(F)(F)F)nc(N)n2)cc1)C(=O)O, [Na+], [Na+], O=C([O-])[O-], O. Yields the product CC(C)(C)OC(=O)NC(Cc1ccc(-c2cc(OC(c3ccc(-c4ccnc(F)c4)cc3)C(F)(F)F)nc(N)n2)cc1)C(=O)O. As a reaction SMILES: [CH3:50][C:51]#[N:52].[F:40][c:41]1[n:42][cH:43][cH:44][c:45]([B:47]([OH:48])[OH:49])[cH:46]1.[NH2:1][c:2]1[n:3][c:4]([O:27][CH:28]([C:29]([F:30])([F:31])[F:32])[c:33]2[cH:34][cH:35][c:36]([Br:39])[cH:37][cH:38]2)[cH:5][c:6](-[c:8]2[cH:9][cH:10][c:11]([CH2:14][CH:15]([C:16](=[O:17])[OH:18])[NH:19][C:20](=[O:21])[O:22][C:23]([CH3:24])([CH3:25])[CH3:26])[cH:12][cH:13]2)[n:7]1.[Na+:53].[Na+:54].[O-:55][C:56](=[O:57])[O-:58].[OH2:59]>>[NH2:1][c:2]1[n:3][c:4]([O:27][CH:28]([C:29]([F:30])([F:31])[F:32])[c:33]2[cH:34][cH:35][c:36](-[c:45]3[cH:44][cH:43][n:42][c:41]([F:40])[cH:46]3)[cH:37][cH:38]2)[cH:5][c:6](-[c:8]2[cH:9][cH:10][c:11]([CH2:14][CH:15]([C:16](=[O:17])[OH:18])[NH:19][C:20](=[O:21])[O:22][C:23]([CH3:24])([CH3:25])[CH3:26])[cH:12][cH:13]2)[n:7]1. Starting materials: C(C)(C)(C)NS(=O)(=O)C1=CC(=CC=C1)C1=CC=C2C=NC(=NN21)SC (N-tert-Butyl-3-(2-methylsulfanyl-pyrrolo[2,1-f][1,2,4]triazin-7-yl)-benzenesulfonamide), C1COCCN1C2=CC=C(C=C2)N (4-(4-morpholino)aniline), C(C)(C)N(C(C)C)CC (N,N-Diisopropylethylamine), COCC(C)O (1-Methoxy-2-propanol), amine. Reaction conditions: temperature 250 celsius. Yields the product C(C)(C)(C)NS(=O)(=O)C1=CC(=CC=C1)C1=CC=C2C=NC(=NN21)NC2=CC=C(C=C2)N2CCOCC2 (N-tert-Butyl-3-[2-(4-morpholin-4-yl-phenylamino)-pyrrolo-[2,1-f][1,2,4]triazin-7-yl]-benzenesulfonamide). The yield is 19.7%. As a reaction SMILES: [C:1]([NH:5][S:6]([C:9]1[CH:14]=[CH:13][CH:12]=[C:11]([C:15]2[N:23]3[C:18]([CH:19]=[N:20][C:21](SC)=[N:22]3)=[CH:17][CH:16]=2)[CH:10]=1)(=[O:8])=[O:7])([CH3:4])([CH3:3])[CH3:2].[CH2:26]1[N:31]([C:32]2[CH:37]=[CH:36][C:35]([NH2:38])=[CH:34][CH:33]=2)[CH2:30][CH2:29][O:28][CH2:27]1.C(N(CC)C(C)C)(C)C.COCC(O)C>>[C:1]([NH:5][S:6]([C:9]1[CH:14]=[CH:13][CH:12]=[C:11]([C:15]2[N:23]3[C:18]([CH:19]=[N:20][C:21]([NH:38][C:35]4[CH:34]=[CH:33][C:32]([N:31]5[CH2:26][CH2:27][O:28][CH2:29][CH2:30]5)=[CH:37][CH:36]=4)=[N:22]3)=[CH:17][CH:16]=2)[CH:10]=1)(=[O:8])=[O:7])([CH3:4])([CH3:3])[CH3:2]. Procedure: The title compound was prepared in the following manner from N-tert-Butyl-3-(2-methylsulfanyl-pyrrolo[2,1-f][1,2,4]triazin-7-yl)-benzenesulfonamide (0.1 g, 0.3 mmol), 4-(4-morpholino)aniline (90 mg, 0.5 mmol), N,N-Diisopropylethylamine (0.124 mL, 0.712 mmol), and 1-Methoxy-2-propanol (0.5 mL, 5 mmol) were heated in the microwave at 250° C. for 30 minutes. An LCMS showed product and left over amine. The reaction was concentrated and redissolved in 3 ml of DMSO and placed onto the Gilson. The most... Starting materials: [N+](=O)([O-])CCCC(=O)OC (methyl 4-nitrobutanoate), BrC1=CC=C(C=C1)S(=O)(=O)N(CC(C)C)C1=C(C=C(C=C1)C)C (4-bromo-N-(2,4-dimethylphenyl)-N-isobutylbenzenesulfonamide), C(C)(C)(C)P(C1=C(C=CC=C1)C1=C(C=CC=C1)C)C(C)(C)C (di-tert-butyl(2′-methyl-[1,1′-biphenyl]-2-yl)phosphine), C([O-])([O-])=O.[Cs+].[Cs+] (cesium carbonate). Reagents/catalysts: C=1C=CC(=CC1)/C=C/C(=O)/C=C/C2=CC=CC=C2.C=1C=CC(=CC1)/C=C/C(=O)/C=C/C2=CC=CC=C2.[Pd] (bis(dibenzylideneacetone)palladium(0)). Solvent: COCCOC (1,2-dimethoxyethane). Run at temperature 120 celsius. The product is CC1=C(C=CC(=C1)C)N(S(=O)(=O)C1=CC=C(C=C1)C(CCC(=O)OC)[N+](=O)[O-])CC(C)C (methyl 4-(4-(N-(2,4-dimethylphenyl)-N-isobutylsulfamoyl)phenyl)-4-nitrobutanoate). As a reaction SMILES: [N+:1]([CH2:4][CH2:5][CH2:6][C:7]([O:9][CH3:10])=[O:8])([O-:3])=[O:2].Br[C:12]1[CH:17]=[CH:16][C:15]([S:18]([N:21]([C:26]2[CH:31]=[CH:30][C:29]([CH3:32])=[CH:28][C:27]=2[CH3:33])[CH2:22][CH:23]([CH3:25])[CH3:24])(=[O:20])=[O:19])=[CH:14][CH:13]=1.C(P(C(C)(C)C)C1C=CC=CC=1C1C=CC=CC=1C)(C)(C)C.C(=O)([O-])[O-].[Cs+].[Cs+]>COCCOC.C1C=CC(/C=C/C(/C=C/C2C=CC=CC=2)=O)=CC=1.C1C=CC(/C=C/C(/C=C/C2C=CC=CC=2)=O)=CC=1.[Pd]>[CH3:33][C:27]1[CH:28]=[C:29]([CH3:32])[CH:30]=[CH:31][C:26]=1[N:21]([CH2:22][CH:23]([CH3:25])[CH3:24])[S:18]([C:15]1[CH:14]=[CH:13][C:12]([CH:4]([N+:1]([O-:3])=[O:2])[CH2:5][CH2:6][C:7]([O:9][CH3:10])=[O:8])=[CH:17][CH:16]=1)(=[O:20])=[O:19] |f:3.4.5,7.8.9|. Procedure: To a solution of methyl 4-nitrobutanoate (0.094 mL, 0.757 mmol), 4-bromo-N-(2,4-dimethylphenyl)-N-isobutylbenzenesulfonamide (200 mg, 0.505 mmol), di-tert-butyl(2′-methyl-[1,1′-biphenyl]-2-yl)phosphine (15.77 mg, 0.050 mmol) and cesium carbonate (197 mg, 0.606 mmol) in 1,2-dimethoxyethane (DME) (3 mL) at room temperature was added bis(dibenzylideneacetone)palladium(0) (14.51 mg, 0.025 mmol). The vial was flushed with nitrogen for 2 minutes then sealed and heated by microwaves (Emrys Optimiser) t... Reactants: CCOC(=O)c1cn(CC)c2cc(Br)ccc2c1=O, C[Sn](C)(C)c1cccnc1, CN(C)P(=O)(N(C)C)N(C)C, C1COCCO1. The product is CCOC(=O)c1cn(CC)c2cc(-c3cccnc3)ccc2c1=O. RXN SMILES: [Br:1][c:2]1[cH:3][cH:4][c:5]2[c:6](=[O:19])[c:7]([C:14](=[O:15])[O:16][CH2:17][CH3:18])[cH:8][n:9]([CH2:12][CH3:13])[c:10]2[cH:11]1.[CH3:20][Sn:21]([c:22]1[cH:23][n:24][cH:25][cH:26][cH:27]1)([CH3:28])[CH3:29].[CH3:30][N:31]([P:32]([N:33]([CH3:34])[CH3:35])([N:36]([CH3:37])[CH3:38])=[O:39])[CH3:40].[O:41]1[CH2:42][CH2:43][O:44][CH2:45][CH2:46]1>>[c:2]1(-[c:22]2[cH:23][n:24][cH:25][cH:26][cH:27]2)[cH:3][cH:4][c:5]2[c:6](=[O:19])[c:7]([C:14](=[O:15])[O:16][CH2:17][CH3:18])[cH:8][n:9]([CH2:12][CH3:13])[c:10]2[cH:11]1. Reactants: CN1C(=O)C[C@](C)(N/C/1=N/C(=O)OC(C)(C)C)c2sccc2Cl, OB(O)c1ccc(cc1)C(=O)NC2CCCC2. Reagents/catalysts: CCN=P(N=P(N(C)C)(N(C)C)N(C)C)(N(C)C)N(C)C (P2-Et), CC(C)c1cc(C(C)C)c(-c2ccccc2[PH](C(C)(C)C)(C(C)(C)C)[Pd]2(OS(C)(=O)=O)Nc3ccccc3-c3ccccc32)c(C(C)C)c1 (tBuXphos G3). The solvent is CS(C)=O (DMSO), O (water), CS(C)=O (DMSO), CS(C)=O (DMSO), CS(C)=O (DMSO). Run at time 22 hour. The product is CN1C(=O)C[C@](C)(N/C/1=N/C(=O)OC(C)(C)C)c2sccc2c3ccc(cc3)C(=O)NC4CCCC4, CN1C(=O)C[C@](C)(N/C/1=N/C(=O)OC(C)(C)C)c2sccc2Cl, c1ccc(-c2ccccc2)cc1.